Task: describe an organic reaction: reactants, conditions, products, and yield. Dataset: the Open Reaction Database (ORD), a public repository of structured organic reaction records Starting materials: CN(S(=O)(=O)N1C(=NC=C1C=O)[Si](C)(C)C(C)(C)C)C (1-dimethylsulfamoyl-2-t-butyldimethylsilyl-5-imidazolecarboxaldehyde), Cl (HCl), [OH-].[Na+] (NaOH). Yields the product CN(S(=O)(=O)N1C(=NC=C1)[Si](C)(C)C(C)(C)C)C (1-Dimethylsulfamoyl-2-t-butyldimethylsilyl imidazole). As a reaction SMILES: [CH3:1][N:2]([CH3:20])[S:3]([N:6]1[C:10](C=O)=[CH:9][N:8]=[C:7]1[Si:13]([C:16]([CH3:19])([CH3:18])[CH3:17])([CH3:15])[CH3:14])(=[O:5])=[O:4].Cl.[OH-].[Na+]>>[CH3:1][N:2]([CH3:20])[S:3]([N:6]1[CH:10]=[CH:9][N:8]=[C:7]1[Si:13]([C:16]([CH3:18])([CH3:17])[CH3:19])([CH3:15])[CH3:14])(=[O:4])=[O:5] |f:2.3|. Reported procedure: 1-(N,N-dimethylsulfamoyl)imidazole (1.5 g, 8.6 mmol) was taken up in 28 mL of THF. The solution was cooled to −78° C. and n-BuLi (5.4 mL, 8.6 mmol) added dropwise via syringe. After stirring at −78° C. for 1 h TBSCl (1.3 g, 8.56 mmol) in 10 mL of THF was added. The bath was removed and the reaction allowed to warm-up to rt. The reaction mixture was stirred overnight. The reaction mixture was cooled to −20° C. and n-BuLi (5.4 mL, 8.6 mmol) added. After 45 min phenyldisulfide (1.9 g, 8.6 mmol) in ... Reactants: N1(CCCCC1)CCCl (2-piperidinoethyl chloride), Cl.N1(CCCCC1)CCCl (2-piperidinoethyl chloride hydrochloride), dipotassium, OC1=CC=2C(C3=CC(=CC=C3C(C2C=C1)=O)O)=O (2,7-dihydroxyanthraquinone), OC1=CC=2C(C3=CC(=CC=C3C(C2C=C1)=O)O)=O (2,7-dihydroxyanthraquinone), O (water). Solvent: C=1(C(=CC=CC1)C)C (xylene), C=1(C(=CC=CC1)C)C (xylene), [OH-].[K+] (potassium hydroxide). Product: O.Cl.Cl.N1(CCCCC1)CCOC1=CC=2C(C3=CC(=CC=C3C(C2C=C1)=O)OCCN1CCCCC1)=O.N1(CCCCC1)CCOC1=CC=2C(C3=CC(=CC=C3C(C2C=C1)=O)OCCN1CCCCC1)=O.Cl.Cl (2,7-bis(2-piperidinoethoxy)anthraquinone dihydrochloride hemihydrate). Reaction SMILES: [OH:1][C:2]1[CH:15]=[CH:14][C:13]2[C:12](=[O:16])[C:11]3[C:6](=[CH:7][C:8]([OH:17])=[CH:9][CH:10]=3)[C:5](=[O:18])[C:4]=2[CH:3]=1.[N:19]1([CH2:25][CH2:26][Cl:27])[CH2:24][CH2:23][CH2:22][CH2:21][CH2:20]1.[ClH:28].[N:29]1([CH2:35][CH2:36][Cl:37])[CH2:34][CH2:33][CH2:32][CH2:31][CH2:30]1.O>[OH-].[K+].C1(C)C(C)=CC=CC=1>[OH2:1].[ClH:27].[ClH:37].[N:19]1([CH2:25][CH2:26][O:1][C:2]2[CH:15]=[CH:14][C:13]3[C:12](=[O:16])[C:11]4[C:6](=[CH:7][C:8]([O:17][CH2:36][CH2:35][N:29]5[CH2:34][CH2:33][CH2:32][CH2:31][CH2:30]5)=[CH:9][CH:10]=4)[C:5](=[O:18])[C:4]=3[CH:3]=2)[CH2:24][CH2:23][CH2:22][CH2:21][CH2:20]1.[N:19]1([CH2:25][CH2:26][O:1][C:2]2[CH:15]=[CH:14][C:13]3[C:12](=[O:16])[C:11]4[C:6](=[CH:7][C:8]([O:17][CH2:36][CH2:35][N:29]5[CH2:34][CH2:33][CH2:32][CH2:31][CH2:30]5)=[CH:9][CH:10]=4)[C:5](=[O:18])[C:4]=3[CH:3]=2)[CH2:24][CH2:23][CH2:22][CH2:21][CH2:20]1.[ClH:28].[ClH:27] |f:2.3,5.6,8.9.10.11.12.13.14|. Reported procedure: With efficient stirring, 100 g (0.42 mole) of 2,7-dihydroxyanthraquinone is dissolved in 500-700 ml of about 10% potassium hydroxide solution. This solution is filtered and evaporated to dryness in a rotary evaporator. The reddish brown solid is dried in a vacuum oven at 100°C, ground to a fine powder, then redried at 100°C. To a stirred suspension of 30 g of the powdered diphenoxide, containing about 24 g (0.075 mole) of the dipotassium salt of 2,7-dihydroxyanthraquinone, in 200 ml of xylene is... Starting materials: CO, CN(C(=O)OC(C)(C)C)c1cc(Oc2ccccc2N2CCOCC2)ccc1[N+](=O)[O-]. The product is CN(C(=O)OC(C)(C)C)c1cc(Oc2ccccc2N2CCOCC2)ccc1N. RXN SMILES: [CH3:32][OH:33].[O:1]1[CH2:2][CH2:3][N:4]([c:7]2[c:8]([O:9][c:10]3[cH:11][cH:12][c:13]([N+:25]([O-:26])=[O:27])[c:14]([N:16]([C:17]([O:18][C:19]([CH3:20])([CH3:21])[CH3:22])=[O:23])[CH3:24])[cH:15]3)[cH:28][cH:29][cH:30][cH:31]2)[CH2:5][CH2:6]1>>[O:1]1[CH2:2][CH2:3][N:4]([c:7]2[c:8]([O:9][c:10]3[cH:11][cH:12][c:13]([NH2:25])[c:14]([N:16]([C:17]([O:18][C:19]([CH3:20])([CH3:21])[CH3:22])=[O:23])[CH3:24])[cH:15]3)[cH:28][cH:29][cH:30][cH:31]2)[CH2:5][CH2:6]1. Reactants: N([C@@H](CC1=CNC2=CC=CC=C12)C(=O)N[C@@H](CCCC)C(=O)N[C@@H](CC(O)=O)C(=O)N[C@H](C1=CC=CC=C1)C(=O)N)C(=O)OC(C)(C)C (BOC-Trp-Nle-Asp-D-Phg-NH2), 4, Cl (hydrochloric acid), SC(C)O (mercaptoethanol). Run in O1CCOCC1 (dioxane). Product: N[C@@H](CC1=CNC2=CC=CC=C12)C(=O)N[C@@H](CCCC)C(=O)N[C@@H](CC(O)=O)C(=O)N[C@H](C1=CC=CC=C1)C(=O)N.Cl (H-Trp-Nle-Asp-D-Phg-NH2.HCl). Isolated yield 99.0%. RXN SMILES: [NH:1](C(OC(C)(C)C)=O)[C@H:2]([C:13]([NH:15][C@H:16]([C:21]([NH:23][C@H:24]([C:29]([NH:31][C@@H:32]([C:39]([NH2:41])=[O:40])[C:33]1[CH:38]=[CH:37][CH:36]=[CH:35][CH:34]=1)=[O:30])[CH2:25][C:26](=[O:28])[OH:27])=[O:22])[CH2:17][CH2:18][CH2:19][CH3:20])=[O:14])[CH2:3][C:4]1[C:12]2[C:7](=[CH:8][CH:9]=[CH:10][CH:11]=2)[NH:6][CH:5]=1.[ClH:49].SC(O)C>O1CCOCC1>[NH2:1][C@H:2]([C:13]([NH:15][C@H:16]([C:21]([NH:23][C@H:24]([C:29]([NH:31][C@@H:32]([C:39]([NH2:41])=[O:40])[C:33]1[CH:38]=[CH:37][CH:36]=[CH:35][CH:34]=1)=[O:30])[CH2:25][C:26](=[O:27])[OH:28])=[O:22])[CH2:17][CH2:18][CH2:19][CH3:20])=[O:14])[CH2:3][C:4]1[C:12]2[C:7](=[CH:8][CH:9]=[CH:10][CH:11]=2)[NH:6][CH:5]=1.[ClH:49] |f:4.5|. Reported procedure: 2.20 g (3.32 mmoles) of BOC-Trp-Nle-Asp-D-Phg-NH2 are treated with 25 ml of 4 n hydrochloric acid in dioxane in the presence of 1.20 ml (17 mmoles) of mercaptoethanol. After 15 minutes the solution is evaporated in vacuo, the residue is triturated with ether, and the solid is filtered off. 1.99 g (99.0%) of H-Trp-Nle-Asp-D-Phg-NH2.HCl are obtained; m.p.: 217°-221° C. (decomposition), Rf7 :0.35, [α]D :-54.2° (c: 1.0, in dimethyl formamide). The reactants are CC(=O)OC(C)=O, CC(=O)O, Nc1cccc(-n2c(=O)n(Cc3ccccc3)c(=O)c3[nH]cnc32)c1, O. Reaction SMILES: [CH3:26][C:27](=[O:28])[O:29][C:30](=[O:31])[CH3:32].[CH3:34][C:35](=[O:36])[OH:37].[NH2:1][c:2]1[cH:3][c:4](-[n:8]2[c:9](=[O:25])[n:10]([CH2:18][c:19]3[cH:20][cH:21][cH:22][cH:23][cH:24]3)[c:11](=[O:17])[c:12]3[nH:13][cH:14][n:15][c:16]23)[cH:5][cH:6][cH:7]1.[OH2:33]>>[NH:1]([c:2]1[cH:3][c:4](-[n:8]2[c:9](=[O:25])[n:10]([CH2:18][c:19]3[cH:20][cH:21][cH:22][cH:23][cH:24]3)[c:11](=[O:17])[c:12]3[nH:13][cH:14][n:15][c:16]23)[cH:5][cH:6][cH:7]1)[C:27]([CH3:26])=[O:28]. Yields the product CC(=O)Nc1cccc(-n2c(=O)n(Cc3ccccc3)c(=O)c3[nH]cnc32)c1. Reactants: Br.ClC1=C(C=C(C=C1)C1(N(C(SC1)=NC1=CC=C(C=C1)C)C)O)S(N)(=O)=O (4-(4-chloro-3-sulfamoylphenyl)-3-methyl-2-(4-methylphenyl-imino)-thiazolidin-4-ol hydrobromide), C(C)(C)OC(C)C (diisopropyl ether). Solvent: C(C)O (ethanol). Yields the product Br.ClC1=C(C=C(C=C1)C=1N(C(SC1)=NC1=CC=C(C=C1)C)C)S(N)(=O)=O (4-(4-Chloro-3-sulfamoylphenyl)-3-methyl-2-(4-methylphenyl-imino)-4-thiazoline hydrobromide). As a reaction SMILES: [BrH:1].[Cl:2][C:3]1[CH:8]=[CH:7][C:6]([C:9]2(O)[CH2:13][S:12][C:11](=[N:14][C:15]3[CH:20]=[CH:19][C:18]([CH3:21])=[CH:17][CH:16]=3)[N:10]2[CH3:22])=[CH:5][C:4]=1[S:24](=[O:27])(=[O:26])[NH2:25].C(OC(C)C)(C)C>C(O)C>[BrH:1].[Cl:2][C:3]1[CH:8]=[CH:7][C:6]([C:9]2[N:10]([CH3:22])[C:11](=[N:14][C:15]3[CH:16]=[CH:17][C:18]([CH3:21])=[CH:19][CH:20]=3)[S:12][CH:13]=2)=[CH:5][C:4]=1[S:24](=[O:26])(=[O:27])[NH2:25] |f:0.1,4.5|. Procedure details: 0.02 mole (9.8 g) of 4-(4-chloro-3-sulfamoylphenyl)-3-methyl-2-(4-methylphenyl-imino)-thiazolidin-4-ol hydrobromide are boiled in 120 ml of ethanol for 2 hours under reflux. After cooling to room temperature, 200 ml of diisopropyl ether are added and the crystals are filtered off. Melting point 265° C. (with decomposition). The reactants are O[C@@H]1[C@@H]2[C@]3(C=CC(C=C3CC[C@H]2[C@@H]2CC=C(C(C)=O)[C@]2(C1)C)=O)C (11β-hydroxy-1,4,16-pregnatriene-3,20-dione), C[Si](Cl)(C)C (trimethylchlorosilane), ice water. Run in N1=CC=CC=C1 (pyridine). The product is C[Si](O[C@@H]1[C@@H]2[C@]3(C=CC(C=C3CC[C@H]2[C@@H]2CC=C(C(C)=O)[C@]2(C1)C)=O)C)(C)C (11β-trimethylsilyloxy-1,4,16-pregnatriene-3,20-dione). As a reaction SMILES: [OH:1][C@H:2]1[CH2:21][C@@:20]2([CH3:22])[C@@H:13]([CH2:14][CH:15]=[C:16]2[C:17](=[O:19])[CH3:18])[C@H:12]2[C@H:3]1[C@:4]1([CH3:24])[C:9]([CH2:10][CH2:11]2)=[CH:8][C:7](=[O:23])[CH:6]=[CH:5]1.[CH3:25][Si:26]([CH3:29])([CH3:28])Cl>N1C=CC=CC=1>[CH3:25][Si:26]([CH3:29])([CH3:28])[O:1][C@H:2]1[CH2:21][C@@:20]2([CH3:22])[C@@H:13]([CH2:14][CH:15]=[C:16]2[C:17](=[O:19])[CH3:18])[C@H:12]2[C@H:3]1[C@:4]1([CH3:24])[C:9]([CH2:10][CH2:11]2)=[CH:8][C:7](=[O:23])[CH:6]=[CH:5]1. Procedure: 30 g. of 11β-hydroxy-1,4,16-pregnatriene-3,20-dione is combined in 300 ml. of absolute pyridine with 30 ml. of trimethylchlorosilane and agitated for 24 hours at room temperature. The mixture is then stirred into ice water, the thus-precipitated sediment is vacuum-filtered, washed out with water, and taken up in methylene chloride. After evaporation, 36.5 g. of crude 11β-trimethylsilyloxy-1,4,16-pregnatriene-3,20-dione is obtained. A sample recrystallized from diisopropyl ether melts at 196°- 19...